Dataset: the Open Reaction Database (ORD), a public repository of structured organic reaction records. Task: describe an organic reaction: reactants, conditions, products, and yield The reactants are C(C)(C)(C)C1=CC=C(C=C1)S(=O)(=O)NC1=C(C=C(C=C1)Cl)N1N=NC=2NCCCC21 (4-tert-butyl-N-[4-chloro-2-(4,5,6,7-tetrahydro-[1,2,3]triazolo[4,5-b]pyridin-1-yl)-phenyl]-benzenesulfonamide), H2CO, C(=O)O (HCO2H). Run at temperature 100 celsius. Product: C(C)(C)(C)C1=CC=C(C=C1)S(=O)(=O)NC1=C(C=C(C=C1)Cl)N1N=NC=2N(CCCC21)C (4-tert-butyl-N-[4-chloro-2-(4-methyl-4,5,6,7-tetrahydro-[1,2,3]triazolo[4,5-b]pyridin-1-yl)-phenyl]-benzenesulfonamide). RXN SMILES: [C:1]([C:5]1[CH:10]=[CH:9][C:8]([S:11]([NH:14][C:15]2[CH:20]=[CH:19][C:18]([Cl:21])=[CH:17][C:16]=2[N:22]2[C:30]3[CH2:29][CH2:28][CH2:27][NH:26][C:25]=3[N:24]=[N:23]2)(=[O:13])=[O:12])=[CH:7][CH:6]=1)([CH3:4])([CH3:3])[CH3:2].[CH:31](O)=O>>[C:1]([C:5]1[CH:10]=[CH:9][C:8]([S:11]([NH:14][C:15]2[CH:20]=[CH:19][C:18]([Cl:21])=[CH:17][C:16]=2[N:22]2[C:30]3[CH2:29][CH2:28][CH2:27][N:26]([CH3:31])[C:25]=3[N:24]=[N:23]2)(=[O:12])=[O:13])=[CH:7][CH:6]=1)([CH3:4])([CH3:2])[CH3:3]. Procedure details: A 4 mL scintillation vial was charged with 4-tert-butyl-N-[4-chloro-2-(4,5,6,7-tetrahydro-[1,2,3]triazolo[4,5-b]pyridin-1-yl)-phenyl]-benzenesulfonamide (synthesized according to general procedure M, 11 mg, 0.025 mmol), H2CO (37% in H2O, 3 mg, 0.037 mmol), and HCO2H (100 μL). The vial was sealed and heated to 100° C. for 1 hour. The solvent was subsequently removed in vacuo and the residue purified by preparative TLC to afford 4-tert-butyl-N-[4-chloro-2-(4-methyl-4,5,6,7-tetrahydro-[1,2,3]triazo... The reactants are COC(=O)C=1C=CC2=C(C=C(O2)C(CC)(O)CC)C1 (2-(1-Ethyl-1-hydroxy-propyl)-benzofuran-5-carboxylic acid methyl ester), C(C)C1=C(C=CC=C1)O (2-ethylphenol), B(F)(F)F.CCOCC (BF3 Et2O). The product is CC(C(COC1=C(C=C(C=C1)C(C)C(CC)C=1OC2=C(C1)C=C(C=C2)C(=O)O)CC)=O)(C)C (2-{1-[4-(3,3-Dimethyl-2-oxo-butoxy)-3-ethyl-phenyl]-ethylpropyl}-benzofuran-5-carboxylic acid). Isolated yield 149.9%. Reaction SMILES: C[O:2][C:3]([C:5]1[CH:6]=[CH:7][C:8]2[O:12][C:11]([C:13]([CH2:17][CH3:18])(O)[CH2:14][CH3:15])=[CH:10][C:9]=2[CH:19]=1)=[O:4].[CH2:20]([C:22]1[CH:27]=[CH:26][CH:25]=[CH:24][C:23]=1[OH:28])[CH3:21].B(F)(F)F.CC[O:35][CH2:36][CH3:37]>>[CH3:3][C:5]([CH3:6])([CH3:19])[C:36](=[O:35])[CH2:37][O:28][C:23]1[CH:24]=[CH:25][C:26]([CH:14]([CH:13]([C:11]2[O:12][C:8]3[CH:7]=[CH:6][C:5]([C:3]([OH:2])=[O:4])=[CH:19][C:9]=3[CH:10]=2)[CH2:17][CH3:18])[CH3:15])=[CH:27][C:22]=1[CH2:20][CH3:21] |f:2.3|. Reported procedure: 2-(1-Ethyl-1-hydroxy-propyl)-benzofuran-5-carboxylic acid methyl ester (1.01 g, 3.85 mmol) and 2-ethylphenol (0.706 g, 5.77 mmol) and BF3-Et2O (273 mg, 1.925 mmol) are reacted analogous to step D to give the title compound (1.30 g, 92%). Starting materials: compound, C(C)(=O)NC1=CC=CC2=C1CCCCC2 (1-Acetylamino-6,7,8,9-tetrahydro-5H-benzocycloheptene), C(C)(=O)NC1CCCC2=CC=CC=C12 (1-acetylaminotetraline). Yields the product C(C)(=O)NC1=CC=CC2=C1C(CCCC2)=O (1-Acetylamino-6,7,8,9-tetrahydro-5H-benzocycloheptene-9-one). RXN SMILES: [C:1]([NH:4][C:5]1[C:10]2[CH2:11][CH2:12][CH2:13][CH2:14][CH2:15][C:9]=2[CH:8]=[CH:7][CH:6]=1)(=[O:3])[CH3:2].C(NC1C2C(=CC=CC=2)CCC1)(=[O:18])C>>[C:1]([NH:4][C:5]1[C:10]2[C:11](=[O:18])[CH2:12][CH2:13][CH2:14][CH2:15][C:9]=2[CH:8]=[CH:7][CH:6]=1)(=[O:3])[CH3:2]. Reported procedure: The reaction was carried out in the same manner as in Example 1-(1), except that 200 mg of the compound prepared in (1) above was used instead of 1-acetylaminotetraline of Example 1-(1). The reaction product was post-treated to produce 55 mg of the title compound. Starting materials: ClCCCl, CC1(C)CN(CC(=O)O)C(C(=O)Nc2cc(Cl)cc3c2[nH]c2cnccc23)CO1, OCC1CCNCC1, O, c1ccncc1. Yields the product CC1(C)CN(CC(=O)N2CCC(CO)CC2)C(C(=O)Nc2cc(Cl)cc3c2[nH]c2cnccc23)CO1. Reaction SMILES: [CH2:38]([Cl:39])[CH2:40][Cl:41].[Cl:1][c:2]1[cH:3][c:4]2[c:5]3[cH:6][cH:7][n:8][cH:9][c:10]3[nH:11][c:12]2[c:13]([NH:15][C:16](=[O:17])[CH:18]2[N:19]([CH2:26][C:27](=[O:28])[OH:29])[CH2:20][C:21]([CH3:24])([CH3:25])[O:22][CH2:23]2)[cH:14]1.[NH:30]1[CH2:31][CH2:32][CH:33]([CH2:36][OH:37])[CH2:34][CH2:35]1.[OH2:42].[cH:43]1[cH:44][cH:45][n:46][cH:47][cH:48]1>>[Cl:1][c:2]1[cH:3][c:4]2[c:5]3[cH:6][cH:7][n:8][cH:9][c:10]3[nH:11][c:12]2[c:13]([NH:15][C:16](=[O:17])[CH:18]2[N:19]([CH2:26][C:27](=[O:28])[N:30]3[CH2:31][CH2:32][CH:33]([CH2:36][OH:37])[CH2:34][CH2:35]3)[CH2:20][C:21]([CH3:24])([CH3:25])[O:22][CH2:23]2)[cH:14]1. The reactants are tetrakis(triphenylphosphane)palladium(0), BrC1=CC=C(C=C1)CC(=O)OC (methyl 4-bromophenylacetate), C1(=CC=CC=C1)C (toluene), 2-trimethyl-stannylpyridine, C(C)(C)N(CC)C(C)C (diisopropylethylamine). The product is N1=C(C=CC=C1)C1=CC=C(C=C1)CC(=O)OC (Methyl [4-(2-pyridinyl)phenyl]acetate). RXN SMILES: Br[C:2]1[CH:7]=[CH:6][C:5]([CH2:8][C:9]([O:11][CH3:12])=[O:10])=[CH:4][CH:3]=1.C([N:16]([CH:19]([CH3:21])C)[CH2:17][CH3:18])(C)C.[C:22]1(C)C=CC=CC=1>>[N:16]1[CH:17]=[CH:18][CH:22]=[CH:21][C:19]=1[C:2]1[CH:7]=[CH:6][C:5]([CH2:8][C:9]([O:11][CH3:12])=[O:10])=[CH:4][CH:3]=1. Reported procedure: Under argon, 7.85 g (34.3 mmol) of methyl 4-bromophenylacetate are initially charged in 95 ml of toluene and, at room temperature, admixed with 7.97 g (61.7 mmol) of diisopropylethylamine, 9.50 g (37.7 mmol) of 2-trimethyl-stannylpyridine and 0.4 g (0.3 mmol) of tetrakis(triphenylphosphane)palladium(0). The mixture is then heated under reflux for 18 h. After cooling, the mixture is washed with in each case 100 ml of 1N hydrochloric acid and saturated sodium bicarbonate solution. The organic phas... The reactants are FC(CN=C(NC=1SC=C(N1)CCCCN)N)(F)F (2-[2-(2,2,2-trifluoroethyl)guanidino]-4-(4-aminobutyl)thiazole), [N+](=O)([O-])NC1=NC=C(C(N1)=O)C (2-nitroamino-5-methyl-4(3H)-pyrimidone), C(\C=C/C(=O)O)(=O)O (maleic acid). Solvent: N1=CC=CC=C1 (pyridine), CC(=O)C (acetone). Yields the product CC=1C(NC(=NC1)NCCCCC=1N=C(SC1)NC(=NCC(F)(F)F)N)=O (5-methyl-2-(4-[(-2-[2,2,2-trifluoroethyl]guanidino)thiazol-4-yl]butylamino)pyrimid-4-one), C(\C=C/C(=O)O)(=O)O (maleic acid). Reaction SMILES: [F:1][C:2]([F:19])([F:18])[CH2:3][N:4]=[C:5]([NH2:17])[NH:6][C:7]1[S:8][CH:9]=[C:10]([CH2:12][CH2:13][CH2:14][CH2:15][NH2:16])[N:11]=1.[N+](N[C:24]1[NH:29][C:28](=[O:30])[C:27]([CH3:31])=[CH:26][N:25]=1)([O-])=O.[C:32]([OH:39])(=[O:38])/[CH:33]=[CH:34]\[C:35]([OH:37])=[O:36]>N1C=CC=CC=1.CC(C)=O>[CH3:31][C:27]1[C:28](=[O:30])[NH:29][C:24]([NH:16][CH2:15][CH2:14][CH2:13][CH2:12][C:10]2[N:11]=[C:7]([NH:6][C:5]([NH2:17])=[N:4][CH2:3][C:2]([F:1])([F:18])[F:19])[S:8][CH:9]=2)=[N:25][CH:26]=1.[C:32]([OH:39])(=[O:38])/[CH:33]=[CH:34]\[C:35]([OH:37])=[O:36]. Procedure details: A mixture of 2-[2-(2,2,2-trifluoroethyl)guanidino]-4-(4-aminobutyl)thiazole (0.7 g.) and 2-nitroamino-5-methyl-4(3H)-pyrimidone (0.3 g.) was heated under reflux in pyridine (3 ml.) for 3.5 hours. The mixture was then evaporated to dryness and the residue purified by preparative thin layer chromatography using ethyl acetate/methanol/ 6:1:1 v/v/v for development. The appropriate band was extracted with chloroform/ethanol 1:1 v/v (200 ml.). Evaporation of the solvent to dryness gave a red gum which... Starting materials: C1(CCC1)C(=O)NN (cyclobutanecarbohydrazide), NC1=CC=C(C=C1)C1=CC=C(C=C1)C12COC(CC1)(CC2)CC(=O)OC (methyl 2-(4-(4′-aminobiphenyl-4-yl)-2-oxabicyclo[2.2.2]octan-1-yl)acetate), C(=S)(N1C(C=CC=C1)=O)N1C(C=CC=C1)=O (1,1′-thiocarbonyldipyridin-2(1H)-one). Solvent: O (Water). Yields the product crude residue, C1(CCC1)C(=O)NNC(NC1=CC=C(C=C1)C1=CC=C(C=C1)C12COC(CC1)(CC2)CC(=O)OC)=S (methyl 2-(4-(4′-(2-(cyclobutanecarbonyl) hydrazinecarbothioamido) biphenyl-4-yl)-2-oxabicyclo[2.2.2]octan-1-yl)acetate). Reaction SMILES: [NH2:1][C:2]1[CH:7]=[CH:6][C:5]([C:8]2[CH:13]=[CH:12][C:11]([C:14]34[CH2:21][CH2:20][C:17]([CH2:22][C:23]([O:25][CH3:26])=[O:24])([CH2:18][CH2:19]3)[O:16][CH2:15]4)=[CH:10][CH:9]=2)=[CH:4][CH:3]=1.[C:27](N1C=CC=CC1=O)(N1C=CC=CC1=O)=[S:28].[CH:43]1([C:47]([NH:49][NH2:50])=[O:48])[CH2:46][CH2:45][CH2:44]1>O>[CH:43]1([C:47]([NH:49][NH:50][C:27](=[S:28])[NH:1][C:2]2[CH:3]=[CH:4][C:5]([C:8]3[CH:9]=[CH:10][C:11]([C:14]45[CH2:19][CH2:18][C:17]([CH2:22][C:23]([O:25][CH3:26])=[O:24])([CH2:20][CH2:21]4)[O:16][CH2:15]5)=[CH:12][CH:13]=3)=[CH:6][CH:7]=2)=[O:48])[CH2:46][CH2:45][CH2:44]1. Reported procedure: The title compound was prepared analogous to Example 4, Step 2, starting from methyl 2-(4-(4′-aminobiphenyl-4-yl)-2-oxabicyclo[2.2.2]octan-1-yl)acetate (500 mg, 1.48 mmol) with 1,1′-thiocarbonyldipyridin-2(1H)-one (379 mg, 1.63 mmol) and cyclobutanecarbohydrazide (254 mg, 2.22 mmol). Water titration of the crude residue affords the title compound as off-white solid after drying (696 mg, 93% yield). LC/MS, ESI-MS(+): 508.4, RT: 1.29 (Condition E). Reactants: C(C)(C)(C)OC(NC(CCO)C1CCCCC1)=O ((1-cyclohexyl-3-hydroxypropyl)carbamic acid tert-butyl ester), C(C)(C)N(C(C)C)CC (N,N-diisopropylethylamine). Run in ClCCl (dichloromethane), CS(=O)C (dimethyl sulfoxide), ClCCl (dichloromethane). Run at time 2 hour. Yields the product C(C)(C)(C)OC(NC(CC=O)C1CCCCC1)=O ((1-cyclohexyl-3-oxopropyl)carbamic acid tert-butyl ester). RXN SMILES: [C:1]([O:5][C:6](=[O:18])[NH:7][CH:8]([CH:12]1[CH2:17][CH2:16][CH2:15][CH2:14][CH2:13]1)[CH2:9][CH2:10][OH:11])([CH3:4])([CH3:3])[CH3:2].C(N(CC)C(C)C)(C)C>ClCCl.CS(C)=O>[C:1]([O:5][C:6](=[O:18])[NH:7][CH:8]([CH:12]1[CH2:17][CH2:16][CH2:15][CH2:14][CH2:13]1)[CH2:9][CH:10]=[O:11])([CH3:4])([CH3:2])[CH3:3]. Procedure: To a solution of (1-cyclohexyl-3-hydroxypropyl)carbamic acid tert-butyl ester (500 mg; 1.9 mmol) and N,N-diisopropylethylamine (1.35 mL; 7.8 mol) in dichloromethane (5 mL) was added a solution of pyridine sulfur trioxide complex (1.25 g; 7.8 mmol) in dimethyl sulfoxide (5 mL) at −20° C. The reaction mixture was stirred for 2 h and diluted with dichloromethane (20 mL). The reaction mixture was washed with 10% acetic acid in water (2×15 mL). The organic layer was dried over anhydrous sodium sulfat... Reported procedure: Following the procedure described in Steps B and C of Example 2, replacing in Step B ethyl 5-bromo-3-(chlorosulfonyl)-1-(phenylsulfonyl)-1H-indole-2-carboxylate with ethyl 3-(chlorosulfonyl)-7-nitro-1-(phenylsulfonyl)-1H-indole-2-carboxylate and replacing morpholine with (S)-2-(phenoxymethyl)morpholine from Step A of Example 23, the title compound was obtained. ESI+MS: 461.9 [M+H]+. The reactants are BrC=1C=C2C(=C(N(C2=CC1)S(=O)(=O)C1=CC=CC=C1)C(=O)OCC)S(=O)(=O)Cl (ethyl 5-bromo-3-(chlorosulfonyl)-1-(phenylsulfonyl)-1H-indole-2-carboxylate), ClS(=O)(=O)C1=C(N(C2=C(C=CC=C12)[N+](=O)[O-])S(=O)(=O)C1=CC=CC=C1)C(=O)OCC (ethyl 3-(chlorosulfonyl)-7-nitro-1-(phenylsulfonyl)-1H-indole-2-carboxylate), O(C1=CC=CC=C1)C[C@@H]1CNCCO1 ((S)-2-(phenoxymethyl)morpholine). RXN SMILES: BrC1C=C2C(=CC=1)N(S(C1C=CC=CC=1)(=O)=O)C(C(OCC)=O)=C2S(Cl)(=O)=O.Cl[S:30]([C:33]1[C:41]2[C:36](=[C:37]([N+:42]([O-:44])=[O:43])[CH:38]=[CH:39][CH:40]=2)[N:35](S(C2C=CC=CC=2)(=O)=O)[C:34]=1[C:54]([O:56]CC)=[O:55])(=[O:32])=[O:31].[O:59]([CH2:66][C@H:67]1[O:72][CH2:71][CH2:70][NH:69][CH2:68]1)[C:60]1[CH:65]=[CH:64][CH:63]=[CH:62][CH:61]=1>>[N+:42]([C:37]1[CH:38]=[CH:39][CH:40]=[C:41]2[C:36]=1[NH:35][C:34]([C:54]([OH:56])=[O:55])=[C:33]2[S:30]([N:69]1[CH2:70][CH2:71][O:72][C@H:67]([CH2:66][O:59][C:60]2[CH:61]=[CH:62][CH:63]=[CH:64][CH:65]=2)[CH2:68]1)(=[O:31])=[O:32])([O-:44])=[O:43]. Product: [N+](=O)([O-])C=1C=CC=C2C(=C(NC12)C(=O)O)S(=O)(=O)N1C[C@H](OCC1)COC1=CC=CC=C1 (7-Nitro-3-{[(2S)-2-(phenoxymethyl)morpholin-4-yl]sulfonyl}-1H-indole-2-carboxylic acid).